The task is: describe an organic reaction: reactants, conditions, products, and yield. This data is from the Open Reaction Database (ORD), a public repository of structured organic reaction records. The reactants are CC1=C(C=NC=C1)S(=O)(=O)Cl (4-methylpyridine-3-sulfonyl chloride), FC=1C(=CNC1C=1C(=NC=CC1)F)CN(C(OC(C)(C)C)=O)C (tert-butyl {[4-fluoro-5-(2-fluoropyridin-3-yl)-1H-pyrrol-3-yl]methyl}methylcarbamate), C1COCCOCCOCCOCCO1 (15-crown-5), [H-].[Na+] (sodium hydride). Run in O1CCCC1 (tetrahydrofuran), O1CCCC1 (tetrahydrofuran), O (water). Product: FC=1C(=CN(C1C=1C(=NC=CC1)F)S(=O)(=O)C=1C=NC=CC1C)CN(C(OC(C)(C)C)=O)C (tert-Butyl ({4-fluoro-5-(2-fluoropyridin-3-yl)-1-[(4-methylpyridin-3-yl)sulfonyl]-1H-pyrrol-3-yl}methyl)methylcarbamate). Yield: 53.3%. Reaction SMILES: [H-].[Na+].[F:3][C:4]1[C:5]([CH2:16][N:17]([CH3:25])[C:18](=[O:24])[O:19][C:20]([CH3:23])([CH3:22])[CH3:21])=[CH:6][NH:7][C:8]=1[C:9]1[C:10]([F:15])=[N:11][CH:12]=[CH:13][CH:14]=1.C1OCCOCCOCCOCCOC1.[CH3:41][C:42]1[CH:47]=[CH:46][N:45]=[CH:44][C:43]=1[S:48](Cl)(=[O:50])=[O:49]>O1CCCC1.O>[F:3][C:4]1[C:5]([CH2:16][N:17]([CH3:25])[C:18](=[O:24])[O:19][C:20]([CH3:21])([CH3:22])[CH3:23])=[CH:6][N:7]([S:48]([C:43]2[CH:44]=[N:45][CH:46]=[CH:47][C:42]=2[CH3:41])(=[O:50])=[O:49])[C:8]=1[C:9]1[C:10]([F:15])=[N:11][CH:12]=[CH:13][CH:14]=1 |f:0.1|. Reported procedure: To a suspension of sodium hydride (60% in oil, 24 mg) in tetrahydrofuran (2 mL) were added tert-butyl {[4-fluoro-5-(2-fluoropyridin-3-yl)-1H-pyrrol-3-yl]methyl}methylcarbamate (161 mg), 15-crown-5 (132 mg) and a solution of crude 4-methylpyridine-3-sulfonyl chloride (125 mg) in tetrahydrofuran (1 mL) at room temperature, and the mixture was stirred for 1 hr. The reaction mixture was diluted with water and extracted with ethyl acetate. The separated aqueous layer was extracted again with ethyl ac...